From a dataset of the Open Reaction Database (ORD), a public repository of structured organic reaction records. describe an organic reaction: reactants, conditions, products, and yield The reactants are C(C1=CC=CC=C1)OC[C@H](CCC(N(CC)C(=O)OC(C)(C)C)C=1NC(C(=C(N1)C(=O)OC)O)=O)OC (methyl 2-{(4S)-5-(benzyloxy)-1-[(tert-butoxycarbonyl)(ethyl)amino]-4-methoxypentyl}-5-hydroxy-6-oxo-1,6-dihydropyrimidine-4-carboxylate), C(C)(=O)O (acetic acid). The reagents and catalysts are [Pd] (palladium on carbon). The solvent is CCOC(=O)C (EtOAc), CO (MeOH). Reaction conditions: time 4 day. The product is C(C)(C)(C)OC(=O)N(C(CC[C@@H](CO)OC)C=1NC(C(=C(N1)C(=O)OC)O)=O)CC (methyl 2-{(4S)-1-[(tert-butoxycarbonyl)(ethyl)amino]-5-hydroxy-4-methoxypentyl}-5-hydroxy-6-oxo-1,6-dihydropyrimidine-4-carboxylate). Reaction SMILES: C([O:8][CH2:9][C@@H:10]([O:36][CH3:37])[CH2:11][CH2:12][CH:13]([C:24]1[NH:25][C:26](=[O:35])[C:27]([OH:34])=[C:28]([C:30]([O:32][CH3:33])=[O:31])[N:29]=1)[N:14]([C:17]([O:19][C:20]([CH3:23])([CH3:22])[CH3:21])=[O:18])[CH2:15][CH3:16])C1C=CC=CC=1.C(O)(=O)C>CCOC(C)=O.CO.[Pd]>[C:20]([O:19][C:17]([N:14]([CH2:15][CH3:16])[CH:13]([C:24]1[NH:25][C:26](=[O:35])[C:27]([OH:34])=[C:28]([C:30]([O:32][CH3:33])=[O:31])[N:29]=1)[CH2:12][CH2:11][C@H:10]([O:36][CH3:37])[CH2:9][OH:8])=[O:18])([CH3:22])([CH3:23])[CH3:21]. Procedure: To a solution of methyl 2-{(4S)-5-(benzyloxy)-1-[(tert-butoxycarbonyl)(ethyl)amino]-4-methoxypentyl}-5-hydroxy-6-oxo-1,6-dihydropyrimidine-4-carboxylate (13 g, 25.02 mmol) in EtOAc (30 mL) and MeOH (30 mL) was added acetic acid (20 mL) and palladium on carbon (Degussa, 10% by mass, 13 g, 122 mmol). The reaction mixture was shaken on a Parr apparatus under hydrogen gas (50 psi) for 4 days and then filtrated through a pad of celite. The filter cake was washed with MeOH. The filtrate was concentrat... The reactants are COc1ccc(CN2C(=O)C(=O)c3ccccc32)cc1, Cc1noc2ccc(O)cc12, CC(C)[Mg+], [Cl-], ClCCCl, Cl. Product: COc1ccc(CN2C(=O)C(O)(c3cc4onc(C)c4cc3O)c3ccccc32)cc1. Reaction SMILES: [CH3:17][O:18][c:19]1[cH:20][cH:21][c:22]([CH2:23][N:24]2[C:25](=[O:34])[C:26](=[O:33])[c:27]3[cH:28][cH:29][cH:30][cH:31][c:32]32)[cH:35][cH:36]1.[CH3:1][c:2]1[n:3][o:4][c:5]2[c:6]1[cH:7][c:8]([OH:11])[cH:9][cH:10]2.[CH:13]([Mg+:14])([CH3:15])[CH3:16].[Cl-:12].[Cl:38][CH2:39][CH2:40][Cl:41].[ClH:37]>>[CH3:1][c:2]1[n:3][o:4][c:5]2[c:6]1[cH:7][c:8]([OH:11])[c:9]([C:26]1([OH:33])[C:25](=[O:34])[N:24]([CH2:23][c:22]3[cH:21][cH:20][c:19]([O:18][CH3:17])[cH:36][cH:35]3)[c:32]3[c:27]1[cH:28][cH:29][cH:30][cH:31]3)[cH:10]2.